From a dataset of the Open Reaction Database (ORD), a public repository of structured organic reaction records. describe an organic reaction: reactants, conditions, products, and yield The reactants are C(C1=CC=CC=C1)NC1=C(C(=O)N)C=CC=C1 (o-Benzylaminobenzamide), C1CO1 (ethylene oxide). Conditions: time 22 hour. Solvent: C(C)(=O)O (acetic acid). Product: C(C1=CC=CC=C1)N(C1=C(C(=O)N)C=CC=C1)CCO (2-[Benzyl(2-hydroxyethyl)amino]benzamide). Reported procedure: o-Benzylaminobenzamide (62 g) was added to a cold solution of 85 ml ethylene oxide in 500 ml acetic acid, the mixture stirred 22 hours at room temperature and concentrated on the rotovap to remove 250 ml acetic acid. The remainder was made alkaline with 10% NaOH and the solid filtered washed with water and recrystallized from 300 ml ethyl acetate to give 48.5 g. product, m. 133-7. As a reaction SMILES: [CH2:1]([NH:8][C:9]1[CH:17]=[CH:16][CH:15]=[CH:14][C:10]=1[C:11]([NH2:13])=[O:12])[C:2]1[CH:7]=[CH:6][CH:5]=[CH:4][CH:3]=1.[CH2:18]1[O:20][CH2:19]1>C(O)(=O)C>[CH2:1]([N:8]([CH2:18][CH2:19][OH:20])[C:9]1[CH:17]=[CH:16][CH:15]=[CH:14][C:10]=1[C:11]([NH2:13])=[O:12])[C:2]1[CH:3]=[CH:4][CH:5]=[CH:6][CH:7]=1. The product is COC(=O)c1cn(C(C)C)c2cc(OCc3ccccc3)ccc12. As a reaction SMILES: [Br:22][CH:23]([CH3:24])[CH3:25].[CH3:1][O:2][C:3](=[O:4])[c:5]1[cH:6][nH:7][c:8]2[cH:9][c:10]([O:14][CH2:15][c:16]3[cH:17][cH:18][cH:19][cH:20][cH:21]3)[cH:11][cH:12][c:13]12>>[CH3:1][O:2][C:3](=[O:4])[c:5]1[cH:6][n:7]([CH:23]([CH3:24])[CH3:25])[c:8]2[cH:9][c:10]([O:14][CH2:15][c:16]3[cH:17][cH:18][cH:19][cH:20][cH:21]3)[cH:11][cH:12][c:13]12. Starting materials: CC(C)Br, COC(=O)c1c[nH]c2cc(OCc3ccccc3)ccc12. Reactants: COC=1C=C(C(=O)O)C=CC1CC1=CN(C2=CC=C(C=C12)CC1C(N(CC1)CCC)=O)CCC (3-methoxy-4-[1-propyl-5-(1-propyl-2-oxopyrrolidin-3-ylmethyl)indol-3-ylmethyl]-benzoic acid), Cl.CN(CCCN=C=NCC)C (1-(3-dimethylaminopropyl)-3-ethylcarbodiimide hydrochloride), CC1=C(C=CC=C1)S(=O)(=O)N (2-methylbenzenesulfonamide), Cl (hydrochloric acid). The reagents and catalysts are CN(C1=CC=NC=C1)C (4-dimethylaminopyridine). Solvent: C(Cl)Cl (methylene chloride). Conditions: time 18 hour. The product is COC=1C=C(C(=O)NS(=O)(=O)C2=C(C=CC=C2)C)C=CC1CC1=CN(C2=CC=C(C=C12)CC1C(N(CC1)CCC)=O)CCC (3-methoxy-N-(2-methylphenylsulfonyl)-4-[1-propyl-5-(1-propyl-2-oxopyrrolidin-3-ylmethyl)indol-3-ylmethyl]-benzamide). Isolated yield 95.2%. RXN SMILES: [CH3:1][O:2][C:3]1[CH:4]=[C:5]([CH:9]=[CH:10][C:11]=1[CH2:12][C:13]1[C:21]2[C:16](=[CH:17][CH:18]=[C:19]([CH2:22][CH:23]3[CH2:27][CH2:26][N:25]([CH2:28][CH2:29][CH3:30])[C:24]3=[O:31])[CH:20]=2)[N:15]([CH2:32][CH2:33][CH3:34])[CH:14]=1)[C:6](O)=[O:7].Cl.CN(C)CCCN=C=NCC.[CH3:47][C:48]1[CH:53]=[CH:52][CH:51]=[CH:50][C:49]=1[S:54]([NH2:57])(=[O:56])=[O:55].Cl>CN(C)C1C=CN=CC=1.C(Cl)Cl>[CH3:1][O:2][C:3]1[CH:4]=[C:5]([CH:9]=[CH:10][C:11]=1[CH2:12][C:13]1[C:21]2[C:16](=[CH:17][CH:18]=[C:19]([CH2:22][CH:23]3[CH2:27][CH2:26][N:25]([CH2:28][CH2:29][CH3:30])[C:24]3=[O:31])[CH:20]=2)[N:15]([CH2:32][CH2:33][CH3:34])[CH:14]=1)[C:6]([NH:57][S:54]([C:49]1[CH:50]=[CH:51][CH:52]=[CH:53][C:48]=1[CH3:47])(=[O:55])=[O:56])=[O:7] |f:1.2|. Reported procedure: A mixture of 3-methoxy-4-[1-propyl-5-(1-propyl-2-oxopyrrolidin-3-ylmethyl)indol-3-ylmethyl]-benzoic acid (0.3 g), 4-dimethylaminopyridine (0.095 g), 1-(3-dimethylaminopropyl)-3-ethylcarbodiimide hydrochloride (0.149 g), and 2-methylbenzenesulfonamide (0.122 g) was dissolved in methylene chloride (10 ml), and the solution was stirred under a nitrogen atmosphere for 18 h. The mixture was poured into 1M hydrochloric acid, extracted with ethyl acetate (twice), and the extract washed with 1M hydrochl... Reactants: ice, C(C)(C)(C)OC(N[C@@H]1C[C@H](C1)N)=O (tert-butyl(trans-3-aminocyclobutyl)carbamate), C(C)(C)N(CC)C(C)C (diisopropylethylamine), CC(C)([O-])C.[Na+] (Sodium t-butoxide), ClC=1C(=NC=CN1)C(C(=O)O)(C)C (2-(3-Chloropyrazin-2-yl)-2-methylpropanoic acid), ClC=1C(=NC=CN1)C(C(=O)O)(C)C (2-(3-Chloropyrazin-2-yl)-2-methylpropanoic acid), S(=O)(Cl)Cl (thionyl chloride). Run in ClCCl (dichloromethane), ClCCl (dichloromethane). Reaction conditions: time 15 minute. Product: C(C)(C)(C)OC(N[C@@H]1C[C@H](C1)N1C(C(C=2C1=NC=CN2)(C)C)=O)=O (tert-butyl(trans-3-(7,7-dimethyl-6-oxo-6,7-dihydro-5H-pyrrolo[2,3-b]pyrazin-5-yl)cyclobutyl)carbamate). Yield: 92.4%. Reaction SMILES: Cl[C:2]1[C:3]([C:8]([CH3:13])([CH3:12])[C:9]([OH:11])=O)=[N:4][CH:5]=[CH:6][N:7]=1.S(Cl)(Cl)=O.[C:18]([O:22][C:23](=[O:30])[NH:24][C@H:25]1[CH2:28][C@H:27]([NH2:29])[CH2:26]1)([CH3:21])([CH3:20])[CH3:19].C(N(C(C)C)CC)(C)C.CC(C)([O-])C.[Na+]>ClCCl>[C:18]([O:22][C:23](=[O:30])[NH:24][C@H:25]1[CH2:28][C@H:27]([N:29]2[C:2]3=[N:7][CH:6]=[CH:5][N:4]=[C:3]3[C:8]([CH3:13])([CH3:12])[C:9]2=[O:11])[CH2:26]1)([CH3:21])([CH3:19])[CH3:20] |f:4.5|. Procedure: 2-(3-Chloropyrazin-2-yl)-2-methylpropanoic acid (intermediate 29, 0.302 g, 1.505 mmol) was dissolved in dichloromethane (20 mL) and treated with thionyl chloride (5.0 ml, 68.5 mmol). The solution was heated at reflux for 30 minutes then evaporated to dryness under reduced pressure. Carbon tetrachloride (20 ml) was added to the crude residue and it was evaporated to dryness once more. It was dried under high vacuum for 20 minutes. The crude acid chloride was dissolved in dichloromethane (6 mL) an... Reactants: ClC(Cl)Cl, CCOC(=O)C1=C(COCCn2c(C)nc(C)c2C)NC(C)=C(C(=O)OC)C1c1ccccc1Cl, c1ccncc1. Yields the product CCOC(=O)C1=C(COCCn2c(C)nc(C)c2C)NC2=C(C(=O)OC2)C1c1ccccc1Cl. As a reaction SMILES: [CH:42]([Cl:43])([Cl:44])[Cl:45].[Cl:1][c:2]1[c:3]([CH:8]2[C:9]([C:31](=[O:32])[O:33][CH2:34][CH3:35])=[C:10]([CH2:19][O:20][CH2:21][CH2:22][n:23]3[c:24]([CH3:30])[n:25][c:26]([CH3:29])[c:27]3[CH3:28])[NH:11][C:12]([CH3:18])=[C:13]2[C:14](=[O:15])[O:16][CH3:17])[cH:4][cH:5][cH:6][cH:7]1.[cH:36]1[cH:37][cH:38][n:39][cH:40][cH:41]1>>[Cl:1][c:2]1[c:3]([CH:8]2[C:9]([C:31](=[O:32])[O:33][CH2:34][CH3:35])=[C:10]([CH2:19][O:20][CH2:21][CH2:22][n:23]3[c:24]([CH3:30])[n:25][c:26]([CH3:29])[c:27]3[CH3:28])[NH:11][C:12]3=[C:13]2[C:14](=[O:15])[O:16][CH2:17]3)[cH:4][cH:5][cH:6][cH:7]1. Starting materials: C(C1=CC=CC=C1)N1C(=NC=2N(C(N(C(C12)=O)CCC)=O)CCC)C1CC(CC1)=O (7-benzyl-8-(3-oxocyclopentyl)-1,3-dipropylpurine-2,6-dione), solution, C(CCC)[Li] (butyl lithium), C[Si](C1SCCCS1)(C)C (2-trimethylsilyl-1,3-dithiane), O (water). The solvent is O1CCCC1 (tetrahydrofuran), CCCCCC (n-hexane), O1CCCC1 (tetrahydrofuran). Run at temperature -70 celsius, time 30 minute. The product is C(C1=CC=CC=C1)N1C(=NC=2N(C(N(C(C12)=O)CCC)=O)CCC)C1CC(CC1)=C1SCCCS1 (7-Benzyl-8-(3-(1,3-dithian-2-ylidene)-cyclopentyl)-1,3-dipropylpurine-2,6-dione). RXN SMILES: C([Li])CCC.C[Si](C)(C)[CH:8]1[S:13][CH2:12][CH2:11][CH2:10][S:9]1.[CH2:16]([N:23]1[C:31]2[C:30](=[O:32])[N:29]([CH2:33][CH2:34][CH3:35])[C:28](=[O:36])[N:27]([CH2:37][CH2:38][CH3:39])[C:26]=2[N:25]=[C:24]1[CH:40]1[CH2:44][CH2:43][C:42](=O)[CH2:41]1)[C:17]1[CH:22]=[CH:21][CH:20]=[CH:19][CH:18]=1.O>CCCCCC.O1CCCC1>[CH2:16]([N:23]1[C:31]2[C:30](=[O:32])[N:29]([CH2:33][CH2:34][CH3:35])[C:28](=[O:36])[N:27]([CH2:37][CH2:38][CH3:39])[C:26]=2[N:25]=[C:24]1[CH:40]1[CH2:41][CH2:42][C:43](=[C:8]2[S:13][CH2:12][CH2:11][CH2:10][S:9]2)[CH2:44]1)[C:17]1[CH:22]=[CH:21][CH:20]=[CH:19][CH:18]=1. Reported procedure: At -75° C. 14.37 ml (0.023 mol) of a 1.6M solution of butyl lithium in n-hexane is added dropwise to 4.0 g of 2-trimethylsilyl-1,3-dithiane (0.021 mol) in 15 ml of absolute tetrahydrofuran and the mixture is stirred for a further 30 minutes at -70° C. Then at the same temperature a solution of 8.0 g (0.020 mol) of 7-benzyl-8-(3-oxocyclopentyl)-1,3-dipropylpurine-2,6-dione in 70 ml of absolute tetrahydrofuran is added dropwise. The mixture is stirred for 2 hours at -70° C. and then for 2 hours at... Reactants: FC1=CC=C(C=C1)C(N1CCNCC1)C1=CC=C(C=C1)F (1-[bis(4-fluorophenyl)methyl]-piperazine), ClCCOCC(=O)N (2-(2-chlorethoxy)acetamide), C([O-])([O-])=O.[Na+].[Na+] (sodium carbonate). The solvent is C=1(C(=CC=CC1)C)C (xylene). Reaction conditions: temperature 140 celsius. Yields the product Cl.Cl.FC1=CC=C(C=C1)C(N1CCN(CC1)CCOCC(=O)N)C1=CC=C(C=C1)F (2-[4-[bis(4-fluorophenyl)methyl]-1-piperazinyl]ethoxyacetamide dihydrochloride). The yield is 89.9%. RXN SMILES: [F:1][C:2]1[CH:7]=[CH:6][C:5]([CH:8]([C:15]2[CH:20]=[CH:19][C:18]([F:21])=[CH:17][CH:16]=2)[N:9]2[CH2:14][CH2:13][NH:12][CH2:11][CH2:10]2)=[CH:4][CH:3]=1.[Cl:22][CH2:23][CH2:24][O:25][CH2:26][C:27]([NH2:29])=[O:28].C(=O)([O-])[O-].[Na+].[Na+]>C1(C)C(C)=CC=CC=1>[ClH:22].[ClH:22].[F:21][C:18]1[CH:19]=[CH:20][C:15]([CH:8]([C:5]2[CH:4]=[CH:3][C:2]([F:1])=[CH:7][CH:6]=2)[N:9]2[CH2:10][CH2:11][N:12]([CH2:23][CH2:24][O:25][CH2:26][C:27]([NH2:29])=[O:28])[CH2:13][CH2:14]2)=[CH:16][CH:17]=1 |f:2.3.4,6.7.8|. Procedure: A suspension of 11.0 g (0.038 mol) of 1-[bis(4-fluorophenyl)methyl]-piperazine, 10.5 g (0.076 mol) of 2-(2-chlorethoxy)acetamide and 8.1 g of anhydrous sodium carbonate in 40 ml of xylene is heated under reflux at 140° C. for 4 hours. The precipitate which forms is filtered off and then washed with toluene. The filtrate and toluene used for washing are combined. The resulting organic phase is extracted with 80 ml of 1N aqueous hydrochloride acid, and the aqueous phase is washed twice with toluen... Reactants: N(=O)[O-].[Na+] (sodium nitrite), cuprous chloride, C(C(C)C)C1=C(C=C(C=O)C=C1)[N+](=O)[O-] (4-Isobutyl-3-nitrobenzaldehyde), stannous chloride, Cl (hydrochloric acid). The solvent is O (water), O (water). Conditions: temperature 2.5 celsius, time 30 minute. Yields the product ClC=1C=C(C=O)C=CC1CC(C)C (3-chloro-4-isobutylbenzaldehyde). RXN SMILES: [CH2:1]([C:5]1[CH:12]=[CH:11][C:8]([CH:9]=[O:10])=[CH:7][C:6]=1[N+]([O-])=O)[CH:2]([CH3:4])[CH3:3].N([O-])=O.[Na+].[ClH:20]>O>[Cl:20][C:6]1[CH:7]=[C:8]([CH:11]=[CH:12][C:5]=1[CH2:1][CH:2]([CH3:4])[CH3:3])[CH:9]=[O:10] |f:1.2|. Procedure: 4-Isobutyl-3-nitrobenzaldehyde (3.3 g, 0.0159 mol) is added to a solution of stannous chloride (8.37 g, 0.0441 mol) in concentrated hydrochloric acid (23 mL) at 0-5° C. The reaction mixture is slowly brought to 60-65° C. and is stirred at this temperature for 30 minutes. The reaction mixture is again cooled to 0-5° C. During cooling formation of solid is observed which is broken before proceeding further. Solution of sodium nitrite (1.36 g, 0.0188 mol) in demineralized water (3 mL) is added to t... The reactants are NCC=1OC=C(C(C1)=O)OC (2-aminomethyl-5-methoxy-pyran-4-one), COC=C1C(NC(C2=CC=C(C=C12)Br)=O)=O (4-methoxymethylene-6-bromo-4H-isoquinoline-1,3-dione). The solvent is CN(C=O)C (N,N-dimethylformamide). Run at time 1 hour. Yields the product BrC=1C=C2C(C(NC(C2=CC1)=O)=O)=CNCC=1OC=C(C(C1)=O)OC (6-Bromo-4-{[(5-methoxy-4-oxo-4H-pyran-2-ylmethyl)-amino]-methylene}-4H-isoquinoline-1,3-dione). Reaction SMILES: [NH2:1][CH2:2][C:3]1[O:4][CH:5]=[C:6]([O:10][CH3:11])[C:7](=[O:9])[CH:8]=1.CO[CH:14]=[C:15]1[C:24]2[C:19](=[CH:20][CH:21]=[C:22]([Br:25])[CH:23]=2)[C:18](=[O:26])[NH:17][C:16]1=[O:27]>CN(C)C=O>[Br:25][C:22]1[CH:23]=[C:24]2[C:19](=[CH:20][CH:21]=1)[C:18](=[O:26])[NH:17][C:16](=[O:27])[C:15]2=[CH:14][NH:1][CH2:2][C:3]1[O:4][CH:5]=[C:6]([O:10][CH3:11])[C:7](=[O:9])[CH:8]=1. Reported procedure: A mixture of 2-aminomethyl-5-methoxy-pyran-4-one (116 mg, 0.75 mmole), 4 mL of N,N-dimethylformamide and 4-methoxymethylene-6-bromo-4H-isoquinoline-1,3-dione (212 mg, 0.75 mmole) is stirred for one hour at ambient temperature. The reaction mixture is evaporated to dryness, dissolved in 7.5% methanol in chloroform passed through Florisil eluting with 7.5% methanol in chloroform. The eluate is evaporated, treated with acetonitrile, the resulting solid filtered and dried to give a light pink solid,...